This data is from the Open Reaction Database (ORD), a public repository of structured organic reaction records. The task is: describe an organic reaction: reactants, conditions, products, and yield Reactants: FC1=C(C=C(C=C1)F)[C@@H]1N(CCC1)C1=CC=2N(C=C1)N=CC2C(=O)NC2CCC=1N(C2)N=CC1C(=O)O (6-(5-((R)-2-(2,5-difluorophenyl)pyrrolidin-1-yl)pyrazolo[1,5-a]pyridine-3-carboxamido)-4,5,6,7-tetrahydropyrazolo[1,5-a]pyridine-3-carboxylic acid), CCN=C=NCCCN(C)C (EDCI), C=1C=CC2=C(C1)N=NN2O (HOBt), Cl.CNC (dimethylamine hydrochloride), CCN(C(C)C)C(C)C (DIPEA). Run in CN(C)C=O (DMF), C(Cl)Cl (DCM). Conditions: time 15 minute. Product: FC1=C(C=C(C=C1)F)[C@@H]1N(CCC1)C1=CC=2N(C=C1)N=CC2C(=O)NC2CCC=1N(C2)N=CC1C(N(C)C)=O (5-((R)-2-(2,5-difluorophenyl)pyrrolidin-1-yl)-N-(3-(dimethylcarbamoyl)-4,5,6,7-tetrahydropyrazolo[1,5-a]pyridin-6-yl)pyrazolo[1,5-a]pyridine-3-carboxamide). As a reaction SMILES: [F:1][C:2]1[CH:7]=[CH:6][C:5]([F:8])=[CH:4][C:3]=1[C@H:9]1[CH2:13][CH2:12][CH2:11][N:10]1[C:14]1[CH:19]=[CH:18][N:17]2[N:20]=[CH:21][C:22]([C:23]([NH:25][CH:26]3[CH2:31][N:30]4[N:32]=[CH:33][C:34]([C:35]([OH:37])=O)=[C:29]4[CH2:28][CH2:27]3)=[O:24])=[C:16]2[CH:15]=1.C[CH2:39][N:40]=[C:41]=NCCCN(C)C.C1C=CC2N(O)N=NC=2C=1.Cl.CNC.CCN(C(C)C)C(C)C>CN(C=O)C.C(Cl)Cl>[F:1][C:2]1[CH:7]=[CH:6][C:5]([F:8])=[CH:4][C:3]=1[C@H:9]1[CH2:13][CH2:12][CH2:11][N:10]1[C:14]1[CH:19]=[CH:18][N:17]2[N:20]=[CH:21][C:22]([C:23]([NH:25][CH:26]3[CH2:31][N:30]4[N:32]=[CH:33][C:34]([C:35](=[O:37])[N:40]([CH3:41])[CH3:39])=[C:29]4[CH2:28][CH2:27]3)=[O:24])=[C:16]2[CH:15]=1 |f:3.4|. Reported procedure: To a stirred solution of 6-(5-((R)-2-(2,5-difluorophenyl)pyrrolidin-1-yl)pyrazolo[1,5-a]pyridine-3-carboxamido)-4,5,6,7-tetrahydropyrazolo[1,5-a]pyridine-3-carboxylic acid (45 mg, 0.08 mmol) in dry DMF (1 mL) was added EDCI (28.7 mg, 0.09 mmol), HOBt (12 mg, 0.88 mmol) and stirring was continued at 25° C. for 15 min. To the above reaction added dimethylamine hydrochloride (7.8 mg, 0.1 mmol) followed by DIPEA (0.05 ml, 0.26 mmol), stirring was continued at 25° C. for 16 h. Reaction mixture was di... Starting materials: 24h, NS(=O)(=O)CCCC(=O)OCC1=CC=CC=C1 (benzyl 4-(aminosulfonyl)butanoate), C(CCl)Cl (EDC), C(C)(C)(C)OC(=O)NCCN([C@H]1COC2=C(C=3N(C1)C=1C=C(C=CC1C3C3CCCCC3)C(=O)O)C=CC=C2)C ((7R)-7-[{2-[(tert -butoxycarbonyl)amino]ethyl}(methyl)amino]-14-cyclohexyl-7,8-dihydro-6H-indolo[1,2-e][1,5]benzoxazocine-11-carboxylic acid). The reagents and catalysts are CN(C)C=1C=CN=CC1 (DMAP). Run in C(Cl)Cl (DCM). Product: C(C)(C)(C)OC(=O)NCCN([C@H]1COC2=C(C=3N(C1)C=1C=C(C=CC1C3C3CCCCC3)C(=O)NS(=O)(=O)CCCC(=O)OCC3=CC=CC=C3)C=CC=C2)C (benzyl 4-{[({(7R)-7-[{2-[(tert-butoxycarbonyl)amino]ethyl}(methyl)amino]-14-cyclohexyl-7,8-dihydro-6H-indolo[1,2-e][1,5]benzoxazocin-11-yl}carbonyl)amino]sulfonyl}butanoate). Isolated yield 37.0%. Reaction SMILES: [NH2:1][S:2]([CH2:5][CH2:6][CH2:7][C:8]([O:10][CH2:11][C:12]1[CH:17]=[CH:16][CH:15]=[CH:14][CH:13]=1)=[O:9])(=[O:4])=[O:3].C(Cl)CCl.[C:22]([O:26][C:27]([NH:29][CH2:30][CH2:31][N:32]([CH3:61])[C@@H:33]1[CH2:40][N:39]2[C:41]3[CH:42]=[C:43]([C:54](O)=[O:55])[CH:44]=[CH:45][C:46]=3[C:47]([CH:48]3[CH2:53][CH2:52][CH2:51][CH2:50][CH2:49]3)=[C:38]2[C:37]2[CH:57]=[CH:58][CH:59]=[CH:60][C:36]=2[O:35][CH2:34]1)=[O:28])([CH3:25])([CH3:24])[CH3:23]>CN(C1C=CN=CC=1)C.C(Cl)Cl>[C:22]([O:26][C:27]([NH:29][CH2:30][CH2:31][N:32]([CH3:61])[C@@H:33]1[CH2:40][N:39]2[C:41]3[CH:42]=[C:43]([C:54]([NH:1][S:2]([CH2:5][CH2:6][CH2:7][C:8]([O:10][CH2:11][C:12]4[CH:13]=[CH:14][CH:15]=[CH:16][CH:17]=4)=[O:9])(=[O:3])=[O:4])=[O:55])[CH:44]=[CH:45][C:46]=3[C:47]([CH:48]3[CH2:53][CH2:52][CH2:51][CH2:50][CH2:49]3)=[C:38]2[C:37]2[CH:57]=[CH:58][CH:59]=[CH:60][C:36]=2[O:35][CH2:34]1)=[O:28])([CH3:25])([CH3:24])[CH3:23]. Reported procedure: Benzyl 4-(aminosulfonyl)butanoate (1.3 eq)(prepared as described in step 1), DMAP (2.5 eq) and EDC (1.5 eq), were added to a solution of (7R)-7-[{2-[(tert -butoxycarbonyl)amino]ethyl}(methyl)amino]-14-cyclohexyl-7,8-dihydro-6H-indolo[1,2-e][1,5]benzoxazocine-11-carboxylic acid (0.03 M) in DCM. The reaction was stirred under N2 at RT for 24h, before volatiles were removed in vacuo to leave the crude product as a yellow gum, which was purified by automated RP-HPLC (WATERS XTERRA column; MeCN/H2O/0... The yield is 97.0%. Procedure details: To a solution of 4-bromo-2-nitroaniline (400 mg, 1.84 mmol) and TFA (1.89 mL) in DCM (8 mL) at −5° C. was added NaBH(OAc)3 (1.17 g, 5.52 mmol). Then to the mixture at 0° C. was added a solution of 2-(methylthio)benzo[d]oxazole-6-carbaldehyde (391 mg, 2.03 mmol) in DCM (7 mL), and the mixture was stirred at 0° C. for 2 h. The mixture was diluted with DCM and washed with H2O, aq NaHCO3 and brine. The organic layer was dried over Na2SO4, filtered and concentrated under reduced pressure. The residue... The product is BrC1=CC(=C(NCC2=CC3=C(N=C(O3)SC)C=C2)C=C1)[N+](=O)[O-] (4-bromo-N-((2-(methylthio)benzo[d]oxazol-6-yl)methyl)-2-nitroaniline). As a reaction SMILES: [Br:1][C:2]1[CH:8]=[CH:7][C:5]([NH2:6])=[C:4]([N+:9]([O-:11])=[O:10])[CH:3]=1.C(O)(C(F)(F)F)=O.[BH-](OC(C)=O)(OC(C)=O)OC(C)=O.[Na+].[CH3:33][S:34][C:35]1[O:36][C:37]2[CH:43]=[C:42]([CH:44]=O)[CH:41]=[CH:40][C:38]=2[N:39]=1>C(Cl)Cl>[Br:1][C:2]1[CH:8]=[CH:7][C:5]([NH:6][CH2:44][C:42]2[CH:41]=[CH:40][C:38]3[N:39]=[C:35]([S:34][CH3:33])[O:36][C:37]=3[CH:43]=2)=[C:4]([N+:9]([O-:11])=[O:10])[CH:3]=1 |f:2.3|. Starting materials: CSC=1OC2=C(N1)C=CC(=C2)C=O (2-(methylthio)benzo[d]oxazole-6-carbaldehyde), BrC1=CC(=C(N)C=C1)[N+](=O)[O-] (4-bromo-2-nitroaniline), C(=O)(C(F)(F)F)O (TFA), [BH-](OC(=O)C)(OC(=O)C)OC(=O)C.[Na+] (NaBH(OAc)3). Solvent: C(Cl)Cl (DCM), C(Cl)Cl (DCM), C(Cl)Cl (DCM). Conditions: temperature 0 celsius, time 2 hour. RXN SMILES: [CH3:1][C:2]1[S:3][C:4]([CH:7]=O)=[CH:5][N:6]=1.N1C=CC=CC=1.C(O)(=O)[CH2:16][C:17]([OH:19])=[O:18].S(=O)(=O)(O)O>N1C=CC=CC=1.O>[CH3:1][C:2]1[S:3][C:4]([CH:7]=[CH:16][C:17]([OH:19])=[O:18])=[CH:5][N:6]=1. Reactants: S(O)(O)(=O)=O (sulfuric acid), CC=1SC(=CN1)C=O (2-methyl-5-thiazolecarboxaldehyde), N1=CC=CC=C1 (pyridine), C(CC(=O)O)(=O)O (malonic acid). Procedure details: A mixture of 29 g of 2-methyl-5-thiazolecarboxaldehyde, 30 ml of pyridine, 29 g of malonic acid and 30 drops of pyridine was heated at 100°-110° C. for 5 hours and after cooling to room temperature, the mixture was poured into 500 ml of water. The pH of the solution was adjusted to 3 by addition of N sulfuric acid and the precipitate formed was recovered by vacuum filtration and was dried to obtain 27.8 g of 3-(2-methyl-5-thiazolyl)-2-propenoic acid which were crystallized from 10% aqueous ethan... Yield: 72.0%. Reagents/catalysts: N1=CC=CC=C1 (pyridine). Yields the product CC=1SC(=CN1)C=CC(=O)O (3-(2-methyl-5-thiazolyl)-2-propenoic acid). Run in O (water). Reactants: ClC=1C=C(C=O)C=CC1 (3-chlorobenzaldehyde), C1(=CC=CC=C1)P(C1=CC=CC=C1)(C1=CC=CC=C1)=CC=O ((triphenylphosphoranylidene)acetaldehyde). The solvent is C(C)#N (acetonitrile). Yields the product ClC=1C=C(C=CC1)C=CC=O (3-(3-chlorophenyl)-2-propenal). Isolated yield 59.4%. RXN SMILES: [Cl:1][C:2]1[CH:3]=[C:4]([CH:7]=[CH:8][CH:9]=1)[CH:5]=O.C1(P(=[CH:29][CH:30]=[O:31])(C2C=CC=CC=2)C2C=CC=CC=2)C=CC=CC=1>C(#N)C>[Cl:1][C:2]1[CH:3]=[C:4]([CH:5]=[CH:29][CH:30]=[O:31])[CH:7]=[CH:8][CH:9]=1. Reported procedure: A solution of 3.00 g of 3-chlorobenzaldehyde and 6.49 g of (triphenylphosphoranylidene)acetaldehyde in 100 ml of acetonitrile was heated under reflux for 5 hours. At the end of this time, the reaction mixture was concentrated by evaporation under reduced pressure, and the resulting residue was purified by column chromatography through silica gel, using a 4:1 by volume mixture of hexane and ethyl acetate as the eluent, to give 2.11 g (yield 59%) of 3-(3-chlorophenyl)-2-propenal as a solid. Starting materials: COC=1C=C(C=CC1NC(=O)NC1=C(C=CC=C1)C)CC(=O)N1C(CCC1)CSC1=CC=C(C(=O)OC)C=C1 (methyl 4-[[1-[3-methoxy-4-[N′-(2-methyl phenyl)ureido]phenylacetyl]-2-pyrrolidinyl]methylthio]benzoate), C1=CC(=CC(=C1)Cl)C(=O)OO (m-CPBA). The solvent is C(Cl)(Cl)Cl (CHCl3), C(Cl)Cl (CH2Cl2). Conditions: time 1 hour. Yields the product COC=1C=C(C=CC1NC(=O)NC1=C(C=CC=C1)C)CC(=O)N1C(CCC1)CS(=O)C1=CC=C(C(=O)OC)C=C1 (methyl 4-[[1-[3-methoxy-4-[N′-(2-methylphenyl)ureido]phenylacetyl]-2-pyrrolidinyl]methylsulfinyl]benzoate). RXN SMILES: [CH3:1][O:2][C:3]1[CH:4]=[C:5]([CH2:20][C:21]([N:23]2[CH2:27][CH2:26][CH2:25][CH:24]2[CH2:28][S:29][C:30]2[CH:39]=[CH:38][C:33]([C:34]([O:36][CH3:37])=[O:35])=[CH:32][CH:31]=2)=[O:22])[CH:6]=[CH:7][C:8]=1[NH:9][C:10]([NH:12][C:13]1[CH:18]=[CH:17][CH:16]=[CH:15][C:14]=1[CH3:19])=[O:11].C1C=C(Cl)C=C(C(OO)=[O:48])C=1>C(Cl)Cl.C(Cl)(Cl)Cl>[CH3:1][O:2][C:3]1[CH:4]=[C:5]([CH2:20][C:21]([N:23]2[CH2:27][CH2:26][CH2:25][CH:24]2[CH2:28][S:29]([C:30]2[CH:31]=[CH:32][C:33]([C:34]([O:36][CH3:37])=[O:35])=[CH:38][CH:39]=2)=[O:48])=[O:22])[CH:6]=[CH:7][C:8]=1[NH:9][C:10]([NH:12][C:13]1[CH:18]=[CH:17][CH:16]=[CH:15][C:14]=1[CH3:19])=[O:11]. Procedure details: To a stirred solution of methyl 4-[[1-[3-methoxy-4-[N′-(2-methyl phenyl)ureido]phenylacetyl]-2-pyrrolidinyl]methylthio]benzoate (264 mg, 0.482 mmol) in CH2Cl2 (5.2 mL) was added m-CPBA (118.8 mg, 0.482 mmol) at 0° C., and the mixture was stirred at room temp for 1 hr. The mixture was diluted with CHCl3, and quenched with sat. Na2S2O3. The separated organic layer was washed with sat. NaHCO3, brine, and dried over Na2SO4. The solvent was removed under a reduced pressure to afford methyl 4-[[1-[3-m... Reactants: S(=O)(=O)(C1=CC=C(C)C=C1)N1CC2=C(C(C1)=O)SC=C2 (5,6-dihydro-5-tosylthieno[3,2-c]pyridin-7(4H)-one), [Li]CCCC (n-BuLi). Reagents/catalysts: [Br-].C[P+](C1=CC=CC=C1)(C1=CC=CC=C1)C1=CC=CC=C1 (methyltriphenylphosphonium bromide). Run in C1CCOC1 (THF), C1CCOC1 (THF). Conditions: time 30 minute. The product is C=C1C2=C(CN(C1)S(=O)(=O)C1=CC=C(C)C=C1)C=CS2 (4,5,6,7-tetrahydro-7-methylene-5-tosylthieno[3,2-c]pyridine). Reaction SMILES: [Li][CH2:2]CCC.[S:6]([N:16]1[CH2:21][C:20](=O)[C:19]2[S:23][CH:24]=[CH:25][C:18]=2[CH2:17]1)([C:9]1[CH:15]=[CH:14][C:12]([CH3:13])=[CH:11][CH:10]=1)(=[O:8])=[O:7]>[Br-].C[P+](C1C=CC=CC=1)(C1C=CC=CC=1)C1C=CC=CC=1.C1COCC1>[CH2:2]=[C:20]1[CH2:21][N:16]([S:6]([C:9]2[CH:15]=[CH:14][C:12]([CH3:13])=[CH:11][CH:10]=2)(=[O:8])=[O:7])[CH2:17][C:18]2[CH:25]=[CH:24][S:23][C:19]1=2 |f:2.3|. Reported procedure: To a solution of methyltriphenylphosphonium bromide (2.05 g, 5.73 mmol, 2.0 equiv) in THF (10.0 mL) at −78° C. was added n-BuLi (3.58 mL, 1.6 M solution, 2.0 equiv) and stirred for 30 min followed by addition of 5,6-dihydro-5-tosylthieno[3,2-c]pyridin-7(4H)-one (880 mg, 2.86 mmol, 1.0 equiv) in THF (5.00 mL). The reaction mixture was stirred at rt for 1 h, then quenched by the addition of a saturated aqueous solution of ammonium chloride. Purification by column chromatography using 5% ethyl acet...